describe an organic reaction: reactants, conditions, products, and yield From a dataset of the Open Reaction Database (ORD), a public repository of structured organic reaction records. Starting materials: BrC1=NC=CC=C1O (2-bromo-3-pyridinol), [H-].[Na+] (sodium hydride), oil, C(C)(=O)N (acetamide). Run in O1CCCC1 (tetrahydrofuran). Reaction conditions: time 30 minute. Product: BrC1=NC=CC=C1OCC(=O)N (2-[(2-Bromo-3-pyridyl)oxy]acetamide). Yield: 75.0%. RXN SMILES: [Br:1][C:2]1[C:7]([OH:8])=[CH:6][CH:5]=[CH:4][N:3]=1.[H-].[Na+].[C:11]([NH2:14])(=[O:13])[CH3:12]>O1CCCC1>[Br:1][C:2]1[C:7]([O:8][CH2:12][C:11]([NH2:14])=[O:13])=[CH:6][CH:5]=[CH:4][N:3]=1 |f:1.2|. Reported procedure: To a solution of 2-bromo-3-pyridinol (1.5 g, 8.49 mmol) in tetrahydrofuran (15 mL) at 0° C. is added 60% sodium hydride in mineral oil (509.44 mg, 12.74 mmol) and the mixture is stirred at that temperature for 30 min. Then acetamide, 2-chloro-(16.98 mmol) is added and the mixture is stirred at room temperature over the weekend. The mixture is quenched with water and extracted with ethyl acetate. The organic layer is separated dried on magnesium sulfate and the solvent evaporated in vacuo to give... Reactants: C1=CC=CC=2C(C3=C(C=CC21)C=CC=C3)=O (5H-Dibenzo[a,d]cyclohepten-5-one), CCOC(=O)C(C)P(=O)(OCC)OCC (triethyl 2-phosphonopropionate). The product is C1=CC=CC=2C(C3=C(C=CC21)C=CC=C3)=C(C(=O)O)C (2-(5H-Dibenzo[a,d]cyclohepten-5-ylidene)propionic acid). RXN SMILES: [CH:1]1[C:11]2[CH:10]=[CH:9][C:8]3[CH:12]=[CH:13][CH:14]=[CH:15][C:7]=3[C:6](=O)[C:5]=2[CH:4]=[CH:3][CH:2]=1.CC[O:19][C:20]([CH:22](P(OCC)(OCC)=O)[CH3:23])=[O:21]>>[CH:1]1[C:11]2[CH:10]=[CH:9][C:8]3[CH:12]=[CH:13][CH:14]=[CH:15][C:7]=3[C:6](=[C:22]([CH3:23])[C:20]([OH:21])=[O:19])[C:5]=2[CH:4]=[CH:3][CH:2]=1. Reported procedure: 5H-Dibenzo[a,d]cyclohepten-5-one is reacted with triethyl 2-phosphonopropionate in a manner similar to Example 1, to yield the title compound, m.p. 235°-236° C. (uncorr.) Reactants: C(CC)OC1=C(C2=C(OCO2)C=C1)C=1C2=C(N=CN1)C(=CN2)C(=O)O (4-(5-propoxy-benzo[1,3]dioxol-4-yl)-5H-pyrrolo[3,2-d]pyrimidine-7-carboxylic acid), C(C)(C)(C)OC(=O)N1CCC(CC1)N (4-amino-piperidine-1-carboxylic acid tert-butyl ester). The product is C(C)(C)(C)OC(=O)N1CCC(CC1)NC(=O)C1=CNC2=C1N=CN=C2C2=C(C=CC=1OCOC12)OCCC (4-{[4-(5-Propoxy-benzo[1,3]dioxol-4-yl)-5H-pyrrolo[3,2-d]pyrimidine-7-carbonyl]-amino}-piperidine-1-carboxylic acid tert-butyl ester). As a reaction SMILES: [CH2:1]([O:4][C:5]1[CH:13]=[CH:12][C:8]2[O:9][CH2:10][O:11][C:7]=2[C:6]=1[C:14]1[C:15]2[NH:22][CH:21]=[C:20]([C:23](O)=[O:24])[C:16]=2[N:17]=[CH:18][N:19]=1)[CH2:2][CH3:3].[C:26]([O:30][C:31]([N:33]1[CH2:38][CH2:37][CH:36]([NH2:39])[CH2:35][CH2:34]1)=[O:32])([CH3:29])([CH3:28])[CH3:27]>>[C:26]([O:30][C:31]([N:33]1[CH2:38][CH2:37][CH:36]([NH:39][C:23]([C:20]2[C:16]3[N:17]=[CH:18][N:19]=[C:14]([C:6]4[C:7]5[O:11][CH2:10][O:9][C:8]=5[CH:12]=[CH:13][C:5]=4[O:4][CH2:1][CH2:2][CH3:3])[C:15]=3[NH:22][CH:21]=2)=[O:24])[CH2:35][CH2:34]1)=[O:32])([CH3:29])([CH3:27])[CH3:28]. Procedure details: Starting from 4-(5-propoxy-benzo[1,3]dioxol-4-yl)-5H-pyrrolo[3,2-d]pyrimidine-7-carboxylic acid (example A70) and commercially available 4-amino-piperidine-1-carboxylic acid tert-butyl ester the title compound was obtained as colorless solid. Reactants: O=C(C=Cc1ccn(S(=O)(=O)c2ccc(Br)cc2)c1)NOC1CCCCO1, COCCOC, Cn1ccc2cc(B(O)O)ccc21, [Na+], [Na+], O=S(=O)([O-])[O-]. Product: Cn1ccc2cc(-c3ccc(S(=O)(=O)n4ccc(C=CC(=O)NOC5CCCCO5)c4)cc3)ccc21. As a reaction SMILES: [Br:1][c:2]1[cH:3][cH:4][c:5]([S:8](=[O:9])(=[O:10])[n:11]2[cH:12][c:13]([CH:16]=[CH:17][C:18](=[O:19])[NH:20][O:21][CH:22]3[O:23][CH2:24][CH2:25][CH2:26][CH2:27]3)[cH:14][cH:15]2)[cH:6][cH:7]1.[CH2:48]([CH2:49][O:50][CH3:51])[O:52][CH3:53].[CH3:28][n:29]1[cH:30][cH:31][c:32]2[cH:33][c:34]([B:38]([OH:39])[OH:40])[cH:35][cH:36][c:37]12.[Na+:41].[Na+:42].[O-:43][S:44](=[O:45])(=[O:46])[O-:47]>>[c:2]1(-[c:34]2[cH:33][c:32]3[cH:31][cH:30][n:29]([CH3:28])[c:37]3[cH:36][cH:35]2)[cH:3][cH:4][c:5]([S:8](=[O:9])(=[O:10])[n:11]2[cH:12][c:13]([CH:16]=[CH:17][C:18](=[O:19])[NH:20][O:21][CH:22]3[O:23][CH2:24][CH2:25][CH2:26][CH2:27]3)[cH:14][cH:15]2)[cH:6][cH:7]1. Starting materials: C(C1=CC=CC=C1)(C1=CC=CC=C1)(C1=CC=CC=C1)NC=1SC=C(N1)/C(/C(=O)OCC)=N/OCCSCC#N (ethyl 2-(2-tritylaminothiazol-4-yl)-(Z)-2-(2-cyanomethylthioethoxyimino)acetate), [OH-].[Na+] (sodium hydroxide), O1CCCC1 (tetrahydrofuran). The solvent is C(C)O (ethanol), O1CCOCC1 (dioxane), C(C)O (ethanol). Reaction conditions: time 19 hour. Yields the product C(C1=CC=CC=C1)(C1=CC=CC=C1)(C1=CC=CC=C1)NC=1SC=C(N1)/C(/C(=O)O)=N/OCCSCC#N (2-(2-tritylaminothiazol-4-yl)-(Z)-2-(2-cyanomethylthioethoxyimino)acetic acid). Yield: 81.1%. As a reaction SMILES: [C:1]([NH:20][C:21]1[S:22][CH:23]=[C:24](/[C:26](=[N:32]/[O:33][CH2:34][CH2:35][S:36][CH2:37][C:38]#[N:39])/[C:27]([O:29]CC)=[O:28])[N:25]=1)([C:14]1[CH:19]=[CH:18][CH:17]=[CH:16][CH:15]=1)([C:8]1[CH:13]=[CH:12][CH:11]=[CH:10][CH:9]=1)[C:2]1[CH:7]=[CH:6][CH:5]=[CH:4][CH:3]=1.[OH-].[Na+].O1CCCC1>C(O)C.O1CCOCC1>[C:1]([NH:20][C:21]1[S:22][CH:23]=[C:24](/[C:26](=[N:32]/[O:33][CH2:34][CH2:35][S:36][CH2:37][C:38]#[N:39])/[C:27]([OH:29])=[O:28])[N:25]=1)([C:8]1[CH:9]=[CH:10][CH:11]=[CH:12][CH:13]=1)([C:14]1[CH:19]=[CH:18][CH:17]=[CH:16][CH:15]=1)[C:2]1[CH:3]=[CH:4][CH:5]=[CH:6][CH:7]=1 |f:1.2|. Reported procedure: In a mixture of 40 ml of ethanol and 5 ml of dioxane is suspended 2.78 g of ethyl 2-(2-tritylaminothiazol-4-yl)-(Z)-2-(2-cyanomethylthioethoxyimino)acetate, followed by addition of 5 ml of 2N aqueous sodium hydroxide solution. The mixture is stirred at room temperature for 2 hours, at the end of which time 40 ml of ethanol and 80 ml of tetrahydrofuran are added. The mixture is further stirred at room temperature for 19 hours. The reaction mixture is concentrated under reduced pressure and 500 ml... Reactants: N1=CC=CC=C1.C1(=CC=C(C=C1)S(=O)(=O)O)C (p-toluenesulfonic acid pyridine salt), C(C(=C)C)(=O)O (methacrylic acid), C(Cl)Cl (methylene chloride), resultant solution, N1=CC=CC=C1.C1(=CC=C(C=C1)S(=O)(=O)O)C (p-toluenesulfonic acid pyridine salt), C(C)OCC (diethylether). The product is C(C)OC(C)OC(C(=C)C)=O (1-ethoxyethylmethacrylate). Isolated yield 96.0%. Reaction SMILES: [C:1]([OH:6])(=[O:5])[C:2]([CH3:4])=[CH2:3].C(Cl)Cl.N1C=CC=CC=1.C1(C)C=CC(S(O)(=O)=O)=CC=1.[CH2:27]([O:29][CH2:30][CH3:31])[CH3:28]>>[CH2:27]([O:29][CH:30]([O:5][C:1](=[O:6])[C:2]([CH3:4])=[CH2:3])[CH3:31])[CH3:28] |f:2.3|. Procedure: In a flask having four inlets, 15.1 grams (0.21 mols) of ethylvinylehter and 20 grams (0.23 mols) of methacrylic acid were dissolved into 200 ml of methylene chloride. Then, 0.53 grams (0.0021 mols) of p-toluenesulfonic acid pyridine salt was added to the mixture, and stirred for complete dissolution of p-toluenesulfonic acid pyridine salt into the mixture. The resultant solution was stood at room temperature for six hours. Then, 200 ml of diethylether was added into the solution. The resultant ... Reactants: CC1CN(C(=O)Cn2ccn3c(=O)c(OCc4ccccc4)c(C(O)=S)nc23)CC(C)O1, COC(=O)c1cc(F)ccc1CC(Br)C=O. Yields the product COC(=O)c1cc(F)ccc1CC(C=O)SC(=O)c1nc2n(CC(=O)N3CC(C)OC(C)C3)ccn2c(=O)c1OCc1ccccc1. As a reaction SMILES: [CH2:17]([c:18]1[cH:19][cH:20][cH:21][cH:22][cH:23]1)[O:24][c:25]1[c:26]([C:46]([OH:47])=[S:48])[n:27][c:28]2[n:29]([c:30]1=[O:31])[cH:32][cH:33][n:34]2[CH2:35][C:36](=[O:37])[N:38]1[CH2:39][CH:40]([CH3:45])[O:41][CH:42]([CH3:44])[CH2:43]1.[CH3:1][O:2][C:3]([c:4]1[c:5]([CH2:11][CH:12]([CH:13]=[O:14])[Br:15])[cH:6][cH:7][c:8]([F:10])[cH:9]1)=[O:16]>>[CH3:1][O:2][C:3]([c:4]1[c:5]([CH2:11][CH:12]([CH:13]=[O:14])[S:48][C:46]([c:26]2[c:25]([O:24][CH2:17][c:18]3[cH:19][cH:20][cH:21][cH:22][cH:23]3)[c:30](=[O:31])[n:29]3[c:28]([n:27]2)[n:34]([CH2:35][C:36](=[O:37])[N:38]2[CH2:39][CH:40]([CH3:45])[O:41][CH:42]([CH3:44])[CH2:43]2)[cH:33][cH:32]3)=[O:47])[cH:6][cH:7][c:8]([F:10])[cH:9]1)=[O:16]. Reactants: N12CCCCCC2=NCCC1 (1,8-diazabicyclo[5.4.0]undec-7-ene), N1=CC=CC=C1 (pyridine), ClC1=NC2=C(N1CCOCC)C=CC=C2 (2-chloro-1-(2-ethoxyethyl)-1H-benzimidazole), N1CCNCCC1 ([1,4]diazepane). Run in CO.C(C)(=O)OCC (methanol ethyl acetate). Reaction conditions: time 18 hour. The product is N.CO (ammonia methanol), C(C)OCCN1C(=NC2=C1C=CC=C2)N2CCNCCC2 (4-(1-(2-Ethoxyethyl)-1H-benzimidazol-2-yl)[1,4]diazepane). The yield is 2.0%. Reaction SMILES: Cl[C:2]1[N:6]([CH2:7][CH2:8][O:9][CH2:10][CH3:11])[C:5]2[CH:12]=[CH:13][CH:14]=[CH:15][C:4]=2[N:3]=1.[NH:16]1[CH2:22][CH2:21][CH2:20][NH:19][CH2:18][CH2:17]1.N12CCCN=C1CCCCC2.N1C=CC=CC=1>CO.C(OCC)(=O)C>[NH3:3].[CH3:8][OH:9].[CH2:10]([O:9][CH2:8][CH2:7][N:6]1[C:5]2[CH:12]=[CH:13][CH:14]=[CH:15][C:4]=2[N:3]=[C:2]1[N:16]1[CH2:22][CH2:21][CH2:20][NH:19][CH2:18][CH2:17]1)[CH3:11] |f:4.5,6.7|. Reported procedure: Combine 2-chloro-1-(2-ethoxyethyl)-1H-benzimidazole (12.2 g, 54.2 mmol) and [1,4]diazepane (11.34 g, 113 mmol), 1,8-diazabicyclo[5.4.0]undec-7-ene (9 mL), and pyridine (90 mL). Heat to reflux. After 18 hours, cool to ambient temperature and evaporate in vacuo to give a residue. Partition the residue between aqueous 1 M sodium hydroxide solution and ethyl acetate. Separate the layers and extract the aqueous layer two times with ethyl acetate. Combine the organic layers, dry over Na2SO4, filter, a... The yield is 62.0%. The solvent is CO (methanol). Reactants: BrC1=CC(=CC=2N1C=CN2)C (5-bromo-7-methylimidazo[1,2-a]pyridine), C[O-].[Na+] (sodium methoxide). Procedure: A solution of 5-bromo-7-methylimidazo[1,2-a]pyridine (2 g, 0.01 mol) and sodium methoxide (25%, 10 mL) in methanol (10 mL) is heated under reflux for 48 h. The solvent is removed and the residue diluted with ethyl acetate (200 mL) and water (150 mL). The organic layer is separated and washed with water and brine, and dried over sodium sulfate. Evaporation of the solvent gave 5-methoxy-7-methylimidazo[1,2-a]pyridine (lg, 62%) as a white semi-solid. Reaction SMILES: Br[C:2]1[N:7]2[CH:8]=[CH:9][N:10]=[C:6]2[CH:5]=[C:4]([CH3:11])[CH:3]=1.[CH3:12][O-:13].[Na+]>CO>[CH3:12][O:13][C:2]1[N:7]2[CH:8]=[CH:9][N:10]=[C:6]2[CH:5]=[C:4]([CH3:11])[CH:3]=1 |f:1.2|. Product: COC1=CC(=CC=2N1C=CN2)C (5-methoxy-7-methylimidazo[1,2-a]pyridine).